Dataset: the Open Reaction Database (ORD), a public repository of structured organic reaction records. Task: describe an organic reaction: reactants, conditions, products, and yield Starting materials: Cl, C[N+](=O)[O-], CC(=Cc1cnc2nc(N)nc(N)c2c1)c1ccc(C(=O)OC(C)(C)C)cc1. Product: CC(=Cc1cnc2nc(N)nc(N)c2c1)c1ccc(C(=O)O)cc1. As a reaction SMILES: [ClH:29].[N+:30]([CH3:31])([O-:32])=[O:33].[NH2:1][c:2]1[n:3][c:4]([NH2:28])[c:5]2[c:6]([n:7]1)[n:8][cH:9][c:10]([CH:12]=[C:13]([CH3:14])[c:15]1[cH:16][cH:17][c:18]([C:21](=[O:22])[O:23][C:24]([CH3:25])([CH3:26])[CH3:27])[cH:19][cH:20]1)[cH:11]2>>[NH2:1][c:2]1[n:3][c:4]([NH2:28])[c:5]2[c:6]([n:7]1)[n:8][cH:9][c:10]([CH:12]=[C:13]([CH3:14])[c:15]1[cH:16][cH:17][c:18]([C:21](=[O:22])[OH:23])[cH:19][cH:20]1)[cH:11]2. The product is [N+](=O)([O-])C1=C(OC2=C(C=O)C=CC=C2)C=CC(=C1)Cl (2-(2-nitro-4-chloro-phenoxy)benzaldehyde). Run at temperature 150 celsius. Procedure details: Briefly, 200 parts of 2,5-dichloro-nitrobenzene were heated to 160° C. and stirred, and 160 parts of the potassium salt of salicylaldehyde was added over a period of 30 minutes. After the addition was complete, an exothermic reaction took place, and the temperature rose to about 195° C. Heating was discontinued until the reaction subsided, and the mixture was heated for 1 hour at 150° C. The mixture was cooled, ice and water were added, and it was extracted with ether. The ether layer was filter... Starting materials: ClC1=C(C=C(C=C1)Cl)[N+](=O)[O-] (2,5-dichloro-nitrobenzene), [K] (potassium), C(C=1C(O)=CC=CC1)=O (salicylaldehyde). Solvent: O (water). Reaction SMILES: Cl[C:2]1[CH:7]=[CH:6][C:5]([Cl:8])=[CH:4][C:3]=1[N+:9]([O-:11])=[O:10].[K].[CH:13](=[O:21])[C:14]1[C:15](=[CH:17][CH:18]=[CH:19][CH:20]=1)[OH:16]>O>[N+:9]([C:3]1[CH:4]=[C:5]([Cl:8])[CH:6]=[CH:7][C:2]=1[O:16][C:15]1[CH:17]=[CH:18][CH:19]=[CH:20][C:14]=1[CH:13]=[O:21])([O-:11])=[O:10] |^1:11|. The reactants are CC(=CC(=O)O)C=CCC(CCC=C(CC)C)C (3,7,11-trimethyltrideca-2,4,10-trienoic acid), [H-].[Na+] (sodium hydride), C(C(=O)Cl)(=O)Cl (oxalyl chloride). Run in C1=CC=CC=C1 (benzene). Reaction conditions: time 1 hour. Product: CC(=CC(=O)Cl)C=CCC(CCC=C(CC)C)C (3,7,11-trimethyltrideca-2,4,10-trienoyl chloride). RXN SMILES: [CH3:1][C:2]([CH:7]=[CH:8][CH2:9][CH:10]([CH3:18])[CH2:11][CH2:12][CH:13]=[C:14]([CH3:17])[CH2:15][CH3:16])=[CH:3][C:4](O)=[O:5].[H-].[Na+].C(Cl)(=O)C([Cl:24])=O>C1C=CC=CC=1>[CH3:1][C:2]([CH:7]=[CH:8][CH2:9][CH:10]([CH3:18])[CH2:11][CH2:12][CH:13]=[C:14]([CH3:17])[CH2:15][CH3:16])=[CH:3][C:4]([Cl:24])=[O:5] |f:1.2|. Procedure: One gram of 3,7,11-trimethyltrideca-2,4,10-trienoic acid in 30 ml. of benzene and one mol of sodium hydride is stirred about two hours and then a slight excess of oxalyl chloride is added at about 0° and stirred for one hour. The product is worked up by removal of solvent in vacuo and extraction with pentane to yield 3,7,11-trimethyltrideca-2,4,10-trienoyl chloride. The reactants are ClC1=CC=C(OC2=CC=C(C=C2)O)C=C1 (4-(4'-chlorophenoxy)phenol), ClCC(=O)OC (methyl chloroacetate), C([O-])([O-])=O.[K+].[K+] (potassium carbonate). The solvent is C(C)C(=O)C (methyl ethyl ketone). Yields the product ClC1=CC=C(OC2=CC=C(OCC(=O)OC)C=C2)C=C1 (methyl 4-(4'-chlorophenoxy)phenoxyacetate). Isolated yield 92.2%. RXN SMILES: [Cl:1][C:2]1[CH:15]=[CH:14][C:5]([O:6][C:7]2[CH:12]=[CH:11][C:10]([OH:13])=[CH:9][CH:8]=2)=[CH:4][CH:3]=1.C(=O)([O-])[O-].[K+].[K+].Cl[CH2:23][C:24]([O:26][CH3:27])=[O:25]>C(C(C)=O)C>[Cl:1][C:2]1[CH:15]=[CH:14][C:5]([O:6][C:7]2[CH:12]=[CH:11][C:10]([O:13][CH2:23][C:24]([O:26][CH3:27])=[O:25])=[CH:9][CH:8]=2)=[CH:4][CH:3]=1 |f:1.2.3|. Procedure: 6.6 g (30 millimols) of 4-(4'-chlorophenoxy)phenol, 4.14 g (30 millimols) of potassium carbonate, 60 ml. of methyl ethyl ketone and 5.0 g (45 millimols) of methyl chloroacetate were treated in the same way as in Referential Example 2 to afford 8.1 g of oily methyl 4-(4'-chlorophenoxy)phenoxyacetate in a yield of 92%. Reactants: C(O)([O-])=O.[Na+] (sodium hydrogen carbonate), 20, C(C)OC1=CC=C(C=C1)C=1N=C(N(C1)C)SCC (4-(4-ethoxyphenyl)-2-(ethylthio)-1-methyl-1H-imidazole), Br (hydrobromic acid). The solvent is C(C)(=O)O (acetic acid). Yields the product C(C)SC=1N(C=C(N1)C1=CC=C(C=C1)O)C (4-[2-(ethylthio)-1-methyl-1H-imidazol-4-yl]phenol). As a reaction SMILES: C([O:3][C:4]1[CH:9]=[CH:8][C:7]([C:10]2[N:11]=[C:12]([S:16][CH2:17][CH3:18])[N:13]([CH3:15])[CH:14]=2)=[CH:6][CH:5]=1)C.Br.C(=O)([O-])O.[Na+]>C(O)(=O)C>[CH2:17]([S:16][C:12]1[N:13]([CH3:15])[CH:14]=[C:10]([C:7]2[CH:8]=[CH:9][C:4]([OH:3])=[CH:5][CH:6]=2)[N:11]=1)[CH3:18] |f:2.3|. Procedure: A mixture of 20 parts of 4-(4-ethoxyphenyl)-2-(ethylthio)-1-methyl-1H-imidazole and 37.5 parts of hydrobromic acid solution 48% in glacial acetic acid is stirred and refluxed for 3 hours. The reaction mixture is cooled and neutralized with sodium hydrogen carbonate. The precipitated product is filtered off and crystallized from 4-methyl-2-pentanone, yielding 5 parts of 4-[2-(ethylthio)-1-methyl-1H-imidazol-4-yl]phenol; mp. 209.9° C. The product is COC(=O)c1cc2ccc(-c3ccc(OCc4c(COc5c(C)cccc5C)noc4C(C)C)cc3)cc2cn1. The reactants are Cc1cccc(C)c1OCc1noc(C(C)C)c1CO, ClCCl, CC(C)OC(=O)N=NC(=O)OC(C)C, COC(=O)c1cc2ccc(-c3ccc(O)cc3)cc2cn1, c1ccc(P(c2ccccc2)c2ccccc2)cc1. RXN SMILES: [CH3:20][c:21]1[c:22]([O:28][CH2:29][c:30]2[n:31][o:32][c:33]([CH:37]([CH3:38])[CH3:39])[c:34]2[CH2:35][OH:36])[c:23]([CH3:27])[cH:24][cH:25][cH:26]1.[Cl:75][CH2:76][Cl:77].[O:61]=[C:62]([O:63][CH:64]([CH3:65])[CH3:66])[N:67]=[N:68][C:69]([O:70][CH:71]([CH3:72])[CH3:73])=[O:74].[OH:40][c:41]1[cH:42][cH:43][c:44](-[c:47]2[cH:48][cH:49][c:50]3[cH:51][c:52]([C:57](=[O:58])[O:59][CH3:60])[n:53][cH:54][c:55]3[cH:56]2)[cH:45][cH:46]1.[c:1]1([P:2]([c:3]2[cH:4][cH:5][cH:6][cH:7][cH:8]2)[c:9]2[cH:10][cH:11][cH:12][cH:13][cH:14]2)[cH:15][cH:16][cH:17][cH:18][cH:19]1>>[CH3:20][c:21]1[c:22]([O:28][CH2:29][c:30]2[n:31][o:32][c:33]([CH:37]([CH3:38])[CH3:39])[c:34]2[CH2:35][O:36][c:41]2[cH:42][cH:43][c:44](-[c:47]3[cH:48][cH:49][c:50]4[cH:51][c:52]([C:57](=[O:58])[O:59][CH3:60])[n:53][cH:54][c:55]4[cH:56]3)[cH:45][cH:46]2)[c:23]([CH3:27])[cH:24][cH:25][cH:26]1. The reactants are Cl (HCl), ClC1=C(OC=2C=CC(=C(C=O)C2)OC)C(=CC(=C1)COC)Cl (5-(2,6-Dichloro-4-methoxymethyl-phenoxy)-2-methoxy-benzaldehyde), CC(C)=CC (2-methyl-2-butene), Cl[O-].[Na+] (sodium hypochlorite). Run in C(C)(C)(C)O.O1CCCC1 (tert-butanol tetrahydrofuran), P(=O)(O)(O)[O-].[K+] (potassium dihydrogen phosphate). Run at time 1 hour. Product: ClC1=C(OC=2C=CC(=C(C(=O)O)C2)OC)C(=CC(=C1)COC)Cl (5-(2,6-Dichloro-4-methoxymethyl-phenoxy)-2-methoxy-benzoic acid). Isolated yield 100.7%. RXN SMILES: [Cl:1][C:2]1[CH:18]=[C:17]([CH2:19][O:20][CH3:21])[CH:16]=[C:15]([Cl:22])[C:3]=1[O:4][C:5]1[CH:6]=[CH:7][C:8]([O:13][CH3:14])=[C:9]([CH:12]=1)[CH:10]=[O:11].CC(=CC)C.Cl[O-:29].[Na+].Cl>C(O)(C)(C)C.O1CCCC1.P([O-])(O)(O)=O.[K+]>[Cl:1][C:2]1[CH:18]=[C:17]([CH2:19][O:20][CH3:21])[CH:16]=[C:15]([Cl:22])[C:3]=1[O:4][C:5]1[CH:6]=[CH:7][C:8]([O:13][CH3:14])=[C:9]([CH:12]=1)[C:10]([OH:29])=[O:11] |f:2.3,5.6,7.8|. Procedure: To a solution of the title compound of Step C (228 mg, 0.67 mmol) and 2-methyl-2-butene (2M in tetrahydrofuran, 5 ml, 10.0 mmol) in tert-butanol/tetrahydrofuran (1 ml/3 ml) was added slowly a solution of sodium hypochlorite (543 mg, 6.0 mmol) in potassium dihydrogen phosphate aqueous solution (0.6 M, 8 ml). The reaction mixture was stirred for one hour at room temperature. The mixture was acidified with 1N HCl and extracted with ethyl acetate (3×20 ml). The combined organic extracts were washed ... Reactants: CNCCO, COC(=O)C(C)Oc1cccc2ncnc(Nc3ccc4c(cnn4Cc4cscn4)c3)c12. Yields the product CC(Oc1cccc2ncnc(Nc3ccc4c(cnn4Cc4cscn4)c3)c12)C(=O)N(C)CCO. Reaction SMILES: [CH3:34][NH:35][CH2:36][CH2:37][OH:38].[s:1]1[cH:2][n:3][c:4]([CH2:6][n:7]2[n:8][cH:9][c:10]3[cH:11][c:12]([NH:16][c:17]4[n:18][cH:19][n:20][c:21]5[cH:22][cH:23][cH:24][c:25]([O:27][CH:28]([C:29](=[O:30])[O:31][CH3:32])[CH3:33])[c:26]45)[cH:13][cH:14][c:15]23)[cH:5]1>>[s:1]1[cH:2][n:3][c:4]([CH2:6][n:7]2[n:8][cH:9][c:10]3[cH:11][c:12]([NH:16][c:17]4[n:18][cH:19][n:20][c:21]5[cH:22][cH:23][cH:24][c:25]([O:27][CH:28]([C:29](=[O:30])[N:35]([CH3:34])[CH2:36][CH2:37][OH:38])[CH3:33])[c:26]45)[cH:13][cH:14][c:15]23)[cH:5]1. Yields the product COC(=O)c1ccnc(-c2ccc(F)c(C#N)c2)c1. RXN SMILES: [C:3](#[N:4])[c:5]1[cH:6][c:7]([O:12][B:13]([OH:14])[OH:15])[cH:8][cH:9][c:10]1[F:11].[CH3:104][O:105][CH2:106][CH2:107][O:108][CH3:109].[Cl:16][c:17]1[cH:18][c:19]([C:20](=[O:21])[O:22][CH3:23])[cH:24][cH:25][n:26]1.[Cs+:2].[F-:1].[cH:27]1[cH:28][cH:29][c:30]([P:31]([Pd:32]([P:33]([c:34]2[cH:35][cH:36][cH:37][cH:38][cH:39]2)([c:40]2[cH:41][cH:42][cH:43][cH:44][cH:45]2)[c:46]2[cH:47][cH:48][cH:49][cH:50][cH:51]2)([P:52]([c:53]2[cH:54][cH:55][cH:56][cH:57][cH:58]2)([c:59]2[cH:60][cH:61][cH:62][cH:63][cH:64]2)[c:65]2[cH:66][cH:67][cH:68][cH:69][cH:70]2)[P:71]([c:72]2[cH:73][cH:74][cH:75][cH:76][cH:77]2)([c:78]2[cH:79][cH:80][cH:81][cH:82][cH:83]2)[c:84]2[cH:85][cH:86][cH:87][cH:88][cH:89]2)([c:90]2[cH:91][cH:92][cH:93][cH:94][cH:95]2)[c:96]2[cH:97][cH:98][cH:99][cH:100][cH:101]2)[cH:102][cH:103]1>>[C:3](#[N:4])[c:5]1[cH:6][c:7](-[c:17]2[cH:18][c:19]([C:20](=[O:21])[O:22][CH3:23])[cH:24][cH:25][n:26]2)[cH:8][cH:9][c:10]1[F:11]. Reactants: N#Cc1cc(OB(O)O)ccc1F, COCCOC, COC(=O)c1ccnc(Cl)c1, [Cs+], [F-], c1ccc(P(c2ccccc2)(c2ccccc2)[Pd](P(c2ccccc2)(c2ccccc2)c2ccccc2)(P(c2ccccc2)(c2ccccc2)c2ccccc2)P(c2ccccc2)(c2ccccc2)c2ccccc2)cc1. Reactants: BrB(Br)Br, CSC, ClCCCl, CC(Cl)Cl, [Na+], [OH-], COc1ccccc1Oc1ccccc1. Yields the product Oc1ccccc1Oc1ccccc1. As a reaction SMILES: [B:4]([Br:5])([Br:6])[Br:7].[CH3:1][S:2][CH3:3].[Cl:25][CH2:26][CH2:27][Cl:28].[Cl:29][CH:30]([Cl:31])[CH3:32].[Na+:24].[OH-:23].[c:8]1([O:14][c:15]2[c:16]([O:21][CH3:22])[cH:17][cH:18][cH:19][cH:20]2)[cH:9][cH:10][cH:11][cH:12][cH:13]1>>[c:8]1([O:14][c:15]2[c:16]([OH:21])[cH:17][cH:18][cH:19][cH:20]2)[cH:9][cH:10][cH:11][cH:12][cH:13]1.